This data is from the Open Reaction Database (ORD), a public repository of structured organic reaction records. The task is: describe an organic reaction: reactants, conditions, products, and yield The reactants are ClC1=C(C=C(C#N)C=C1)[N+](=O)[O-] (4-chloro-3-nitro-benzonitrile), O.O.[Sn](Cl)(Cl)(Cl)Cl (tin chloride dihydrate). Product: NC=1C=C(C#N)C=CC1Cl (3-Amino-4-chlorobenzonitrile). Yield: 98.3%. RXN SMILES: [Cl:1][C:2]1[CH:9]=[CH:8][C:5]([C:6]#[N:7])=[CH:4][C:3]=1[N+:10]([O-])=O.O.O.[Sn](Cl)(Cl)(Cl)Cl>>[NH2:10][C:3]1[CH:4]=[C:5]([CH:8]=[CH:9][C:2]=1[Cl:1])[C:6]#[N:7] |f:1.2.3|. Reported procedure: The title compound was prepared using the method of example 32, starting with 4-chloro-3-nitro-benzonitrile (Fluka, 11.0 g, 60 mmol), tin chloride dihydrate (Aldrich, 67.8 g, 300 mmol). 9.0 g (98%) of crude compound 242 was obtained as a yellowish solid.